This data is from the Open Reaction Database (ORD), a public repository of structured organic reaction records. The task is: describe an organic reaction: reactants, conditions, products, and yield The reactants are O1[C@@]23[C@H]([C@H]4[C@@H]5CC[C@H](CC)[C@]5(CC[C@@H]4[C@]4(CC[C@@H](C1=C24)O)C)C)O3 (6α,7α-diepoxypregn-4-en-3β-ol), N1=CC=CC=C1 (pyridine), C(C)(=O)OC(C)=O (acetic anhydride). Solvent: C(Cl)Cl (methylene chloride), C(Cl)Cl (methylene chloride). Reaction conditions: time 8 hour. The product is C(C)(=O)O[C@@H]1C2=C3[C@]4([C@H]([C@H]5[C@@H]6CC[C@H](CC)[C@]6(CC[C@@H]5[C@]3(CC1)C)C)O4)O2 (6α,7α-diepoxypregn-4-en-3β-yl acetate). Isolated yield 90.0%. RXN SMILES: [O:1]1[C:19]2=[C:20]3[C@:15]([CH3:22])([CH2:16][CH2:17][C@@H:18]2[OH:21])[C@@H:14]2[C@H:4]([C@H:5]4[C@:11]([CH3:23])([CH2:12][CH2:13]2)[C@@H:8]([CH2:9][CH3:10])[CH2:7][CH2:6]4)[C@@H:3]2[O:24][C@:2]123.N1C=CC=CC=1.[C:31](OC(=O)C)(=[O:33])[CH3:32]>C(Cl)Cl>[C:31]([O:21][C@H:18]1[CH2:17][CH2:16][C@@:15]2([CH3:22])[C:20]3[C@:2]4([O:1][C:19]1=3)[O:24][C@H:3]4[C@@H:4]1[C@@H:14]2[CH2:13][CH2:12][C@@:11]2([CH3:23])[C@H:5]1[CH2:6][CH2:7][C@@H:8]2[CH2:9][CH3:10])(=[O:33])[CH3:32]. Procedure: To a mixture of 0.084 g (0.189 mmole) of 20-(5,5-dimethyl-1,3-dioxan-2-yl)-1α,2α;6α,7α-diepoxypregn-4-en-3β-ol, 0.5 ml (6.18 mmoles) of dry pyridine and 5 ml of methylene chloride was gradually added 0.1 ml (1.06 mmoles) of acetic anhydride dropwise at a temperature of 0° C. and the solution was stirred at room temperature for 8 hours. The reaction mixture thus obtained was diluted with methylene chloride and washed with saturated aqueous copper (II) sulfate solution. The aqueous layer (washings... The reactants are [OH-].[Na+] (NaOH), Cl.Cl.C(CCCN)N (1,4-butanediamine dihydrochloride), C(=O)(OCC1=CC=CC=C1)Cl (CBZ-Cl), CN(C)C=O (DMF). Solvent: O (water). Conditions: time 2 hour. The product is NCCCCNC(OCC1=CC=CC=C1)=O ((4-Aminobutyl)carbamic acid, phenylmethyl ester). The yield is 46.3%. As a reaction SMILES: Cl.Cl.[CH2:3]([NH2:8])[CH2:4][CH2:5][CH2:6][NH2:7].CN(C=O)C.[C:14](Cl)([O:16][CH2:17][C:18]1[CH:23]=[CH:22][CH:21]=[CH:20][CH:19]=1)=[O:15].[OH-].[Na+]>O>[NH2:7][CH2:6][CH2:5][CH2:4][CH2:3][NH:8][C:14](=[O:15])[O:16][CH2:17][C:18]1[CH:23]=[CH:22][CH:21]=[CH:20][CH:19]=1 |f:0.1.2,5.6|. Reported procedure: 1,4-butanediamine dihydrochloride (5.96 g, 37 mmol) was dissolved in water (15 mL), and DMF (50 mL) was added. With rapid stirring, CBZ-Cl (1.0 mL, 7.0 mmol) was added dropwise over 2 minutes. The cloudy solution had pH~2.8. The pH was adjusted to 9.0 with 5N NaOH, (clear solution) and stirred for 2 hr. The reaction mixture was acidified to pH=1.25, extracted with ether (2×), made basic (pH>10) with 5N NaOH, and extracted with dichloromethane (2×). The dichloromethane fractions were combined and... Starting materials: ClP1(=NP(=NP(=N1)(Cl)Cl)(Cl)Cl)Cl (hexachlorocyclotriphosphazene), C1=CC(=CC=C1[N+](=O)[O-])O (p-nitrophenol), [OH-].[K+] (potassium hydroxide). Reaction SMILES: Cl[P:2]1(Cl)[N:7]=[P:6](Cl)(Cl)[N:5]=[P:4](Cl)(Cl)[N:3]=1.[CH:13]1[C:18]([N+:19]([O-:21])=[O:20])=[CH:17][CH:16]=[C:15]([OH:22])[CH:14]=1.[OH-:23].[K+]>>[N+:19]([C:18]1[CH:17]=[CH:16][C:15]([O:22][P:2]2([O:22][C:15]3[CH:16]=[CH:17][C:18]([N+:19]([O-:21])=[O:20])=[CH:13][CH:14]=3)[N:7]=[P:6]([O:22][C:15]3[CH:16]=[CH:17][C:18]([N+:19]([O-:21])=[O:20])=[CH:13][CH:14]=3)([O:23][C:15]3[CH:14]=[CH:13][C:18]([N+:19]([O-:21])=[O:20])=[CH:17][CH:16]=3)[N:5]=[P:4]([O:22][C:15]3[CH:16]=[CH:17][C:18]([N+:19]([O-:21])=[O:20])=[CH:13][CH:14]=3)([O:22][C:15]3[CH:16]=[CH:17][C:18]([N+:19]([O-:21])=[O:20])=[CH:13][CH:14]=3)[N:3]=2)=[CH:14][CH:13]=1)([O-:21])=[O:20] |f:2.3|. Product: [N+](=O)([O-])C1=CC=C(OP2(=NP(=NP(=N2)(OC2=CC=C(C=C2)[N+](=O)[O-])OC2=CC=C(C=C2)[N+](=O)[O-])(OC2=CC=C(C=C2)[N+](=O)[O-])OC2=CC=C(C=C2)[N+](=O)[O-])OC2=CC=C(C=C2)[N+](=O)[O-])C=C1 (Hexakis(4-nitrophenoxy)-cyclotriphosphazene). Procedure details: This material is prepared according to the method of Kober et al., Inorganic Chemistry, Vol. 5, p. 2239 (1966), which is incorporated herein by reference, by treatment of hexachlorocyclotriphosphazene with p-nitrophenol and potassium hydroxide. Hexakis(4-nitrophenoxy)-cyclotriphosphazene having a melting point of 261°-264° C. is obtained (lit. m.p. 264° C.). The infrared spectrum (in KBr), (cm-1) is 1589 (aromatic), 1522 and 1348 (asymmetrical and symmetrical nitro group stretching) and 1203, 11... The reactants are Cl (HCl), ClC1=CC(=C(C=C1)SCCC(=O)OC)NS(=O)(=O)C1=C(C=C(C=C1)Cl)F (methyl 3-[(4-chloro-2-{[(4-chloro-2-fluorophenyl)sulfonyl]amino}phenyl)sulfanyl]propanoate), O[Li].O (LiOH.H2O). Run in C1CCOC1 (THF), O (H2O). Run at time 1.5 hour. The product is ClC1=CC(=C(C=C1)SCCC(=O)O)NS(=O)(=O)C1=C(C=C(C=C1)Cl)F (3-[(4-chloro-2-{[(4-chloro-2-fluorophenyl)sulfonyl]amino}phenyl)sulfanyl]propanoic acid). The yield is 95.0%. Reaction SMILES: [Cl:1][C:2]1[CH:7]=[CH:6][C:5]([S:8][CH2:9][CH2:10][C:11]([O:13]C)=[O:12])=[C:4]([NH:15][S:16]([C:19]2[CH:24]=[CH:23][C:22]([Cl:25])=[CH:21][C:20]=2[F:26])(=[O:18])=[O:17])[CH:3]=1.O[Li].O.Cl>C1COCC1.O>[Cl:1][C:2]1[CH:7]=[CH:6][C:5]([S:8][CH2:9][CH2:10][C:11]([OH:13])=[O:12])=[C:4]([NH:15][S:16]([C:19]2[CH:24]=[CH:23][C:22]([Cl:25])=[CH:21][C:20]=2[F:26])(=[O:18])=[O:17])[CH:3]=1 |f:1.2|. Procedure: To a solution of methyl 3-[(4-chloro-2-{[(4-chloro-2-fluorophenyl)sulfonyl]amino}phenyl)sulfanyl]propanoate (545 mg, 1.24 mmol) in THF (10 ml) was added a solution of LiOH.H2O (104 mg, 2.48 mmol) in H2O (2 ml). The reaction was stirred at room temperature for 1.5 hours, acidified with 1M HCl, and was extracted with EtOAc (×2). The combined organic layer was washed with brine, dried over Na2SO4, and concentrated. The crude product was triturated with CH2Cl2, filtered, rinsed with H2O, and dried t... Starting materials: Nc1cccc(Br)c1, CCO, Clc1ncnc2c1[nH]c1ccccc12, Cl. The product is Cl, Brc1cccc(Nc2ncnc3c2[nH]c2ccccc23)c1. As a reaction SMILES: [Br:16][c:17]1[cH:18][c:19]([NH2:20])[cH:21][cH:22][cH:23]1.[CH3:24][CH2:25][OH:26].[Cl:2][c:3]1[c:4]2[c:5]([n:6][cH:7][n:8]1)[c:9]1[cH:10][cH:11][cH:12][cH:13][c:14]1[nH:15]2.[ClH:1]>>[ClH:2].[c:3]1([NH:20][c:19]2[cH:18][c:17]([Br:16])[cH:23][cH:22][cH:21]2)[c:4]2[c:5]([n:6][cH:7][n:8]1)[c:9]1[cH:10][cH:11][cH:12][cH:13][c:14]1[nH:15]2.